This data is from the Open Reaction Database (ORD), a public repository of structured organic reaction records. The task is: describe an organic reaction: reactants, conditions, products, and yield Starting materials: C(C)OC(C=1N=NN(C1)C1=CC=C(CC=2C(=NN3C2N=C(C=C3C)C)CC)C=C1)OCC (3-[4-(4-diethoxymethyl-[1,2,3]triazol-1-yl)-benzyl]-2-ethyl-5,7-dimethyl-pyrazolo[1,5-a]pyrimidine), Cl (HCl). The solvent is O1CCOCC1 (dioxane). Yields the product C(C)C1=NN2C(N=C(C=C2C)C)=C1CC1=CC=C(C=C1)N1N=NC(=C1)C=O (1-[4-(2-ethyl-5,7-dimethyl-pyrazolo[1,5-a]pyrimidin-3-ylmethyl)-phenyl]-1H-[1,2,3]triazole-4-carbaldehyde). RXN SMILES: C([O:3][CH:4](OCC)[C:5]1[N:6]=[N:7][N:8]([C:10]2[CH:29]=[CH:28][C:13]([CH2:14][C:15]3[C:16]([CH2:26][CH3:27])=[N:17][N:18]4[C:23]([CH3:24])=[CH:22][C:21]([CH3:25])=[N:20][C:19]=34)=[CH:12][CH:11]=2)[CH:9]=1)C.Cl>O1CCOCC1>[CH2:26]([C:16]1[C:15]([CH2:14][C:13]2[CH:28]=[CH:29][C:10]([N:8]3[CH:9]=[C:5]([CH:4]=[O:3])[N:6]=[N:7]3)=[CH:11][CH:12]=2)=[C:19]2[N:20]=[C:21]([CH3:25])[CH:22]=[C:23]([CH3:24])[N:18]2[N:17]=1)[CH3:27]. Reported procedure: A solution of 3-[4-(4-diethoxymethyl-[1,2,3]triazol-1-yl)-benzyl]-2-ethyl-5,7-dimethyl-pyrazolo[1,5-a]pyrimidine (21) (2.19 g, 5.04 mmol) and 4N HCl (50 ml, 200 mmol) in 30 ml of dioxane was stirred at r.t. for 2 h. The reaction mixture was quenched with sat aq NaHCO3 and extracted with dichloromethane. The combined organic layers were washed with brine, dried over anhydrous Na2 SO4, filtered and concentrated under HV. Starting materials: CC1(CC(C2=CC=CC=C12)CO)C (1,1-dimethyl-3-hydroxymethylindane), C(=O)O (formic acid), C(=O)O (formic acid). As a reaction SMILES: [CH3:1][C:2]1([CH3:13])[C:10]2[C:5](=[CH:6][CH:7]=[CH:8][CH:9]=2)[CH:4]([CH2:11][OH:12])[CH2:3]1.[CH:14](O)=[O:15]>>[CH3:1][C:2]1([CH3:13])[C:10]2[C:5](=[CH:6][CH:7]=[CH:8][CH:9]=2)[CH:4]([CH2:11][O:12][CH:14]=[O:15])[CH2:3]1. Yield: 82.0%. The product is CC1(CC(C2=CC=CC=C12)COC=O)C ((1,1-dimethylindane-3-yl)methylformate). Procedure: 17.6 g (0.1 mol) of 1,1-dimethyl-3-hydroxymethylindane (IX) and 46.0 g (1.0 mol) of formic acid were reacted at room temperature for 16 hours while stirring. After the reaction, surplus formic acid was removed under reduced pressure. The residue was extracted with ether, washed with aqueous sodium bicarbonate, and dried over anhydrous magnesium sulfate. The solvent was removed from the organic layer and the residue was distilled under reduced pressure to produce 16.8 g (0.82 mol) of (1,1-dimethy... Reactants: C(C)OC(=O)C1=CN(C(C=C1Cl)=O)C (4-Chloro-1-methyl-6-oxo-1,6-dihydro-pyridine-3-carboxylic acid ethyl ester), [OH-].[Na+] (Sodium hydroxide), Cl (hydrochloric acid). Run in O1CCCC1 (tetrahydrofuran), C(C)#N (acetonitrile), O (water), O (water). Conditions: time 24 hour. The product is ClC=1C(=CN(C(C1)=O)C)C(=O)O (4-chloro-1-methyl-6-oxo-1,6-dihydro-pyridine-3-carboxylic acid). The yield is 37.2%. Reaction SMILES: C([O:3][C:4]([C:6]1[C:11]([Cl:12])=[CH:10][C:9](=[O:13])[N:8]([CH3:14])[CH:7]=1)=[O:5])C.[OH-].[Na+].Cl>O1CCCC1.C(#N)C.O>[Cl:12][C:11]1[C:6]([C:4]([OH:5])=[O:3])=[CH:7][N:8]([CH3:14])[C:9](=[O:13])[CH:10]=1 |f:1.2|. Reported procedure: 4-Chloro-1-methyl-6-oxo-1,6-dihydro-pyridine-3-carboxylic acid ethyl ester (2.65 g, 12.3 mmol) was dissolved in a mixture of tetrahydrofuran (16 mL), acetonitrile (16 mL) and water (8 mL). Sodium hydroxide (1.23 g, 30.8 mmol) was added and the reaction mixture was allowed to stir at ambient temperature for 24 h. The reaction mixture was diluted with water (50 mL) and was acidified to pH 2 with 1 M hydrochloric acid and was extracted many times with ethyl acetate (about 1 L). The extracts were dr... Reactants: ClC1=C(CBr)C(=CC=C1)F (2-chloro-6-fluorobenzyl bromide), COC=1C=C(C=CC1OC)C(C)(C)C1=CNC(N1C1=CC=C(C=C1)F)=S (5-(2-(3,4-dimethoxyphenyl)propan-2-yl)-1-(4-fluorophenyl)-1H-imidazole-2(3H)-thione). Yields the product ClC1=C(CSC=2N(C(=CN2)C(C)(C)C2=CC(=C(C=C2)OC)OC)C2=CC=C(C=C2)F)C(=CC=C1)F (2-(2-chloro-6-fluorobenzylthio)-5-(2-(3,4-dimethoxyphenyl)propan-2-yl)-1-(4-fluorophenyl)-1H-imidazole). As a reaction SMILES: [Cl:1][C:2]1[CH:9]=[CH:8][CH:7]=[C:6]([F:10])[C:3]=1[CH2:4]Br.[CH3:11][O:12][C:13]1[CH:14]=[C:15]([C:21]([C:24]2[N:28]([C:29]3[CH:34]=[CH:33][C:32]([F:35])=[CH:31][CH:30]=3)[C:27](=[S:36])[NH:26][CH:25]=2)([CH3:23])[CH3:22])[CH:16]=[CH:17][C:18]=1[O:19][CH3:20]>>[Cl:1][C:2]1[CH:9]=[CH:8][CH:7]=[C:6]([F:10])[C:3]=1[CH2:4][S:36][C:27]1[N:28]([C:29]2[CH:30]=[CH:31][C:32]([F:35])=[CH:33][CH:34]=2)[C:24]([C:21]([C:15]2[CH:16]=[CH:17][C:18]([O:19][CH3:20])=[C:13]([O:12][CH3:11])[CH:14]=2)([CH3:23])[CH3:22])=[CH:25][N:26]=1. Reported procedure: In a manner similar to that described for Example 1, the title compound was prepared from 2-chloro-6-fluorobenzyl bromide and 5-(2-(3,4-dimethoxyphenyl)propan-2-yl)-1-(4-fluorophenyl)-1H-imidazole-2(3H)-thione. 1H NMR (400 MHz, CDCl3) δ 7.22 (s, 1H), 7.17-7.10 (m, 2H), 6.92-6.88 (m, 1H), 6.75-6.71 (m, 2H), 6.65 (d, 1H), 6.52 (d, 1H), 6.47 (dd, 1H), 6.34 (m, 2H), 4.24 (s, 2H), 3.87 (s, 3H), 3.77 (s, 3H), 1.49 (s, 6H); MS (EI) m/z 515 (MH+). The reactants are COc1cc(C(C)=O)ccc1OCCCCBr, Cl, [K+], [K+], c1ccc2c(C3CCNCC3)noc2c1, O=C([O-])[O-], CN(C)C=O, O. Product: COc1cc(C(C)=O)ccc1OCCCCN1CCC(c2noc3ccccc23)CC1. Reaction SMILES: [Br:23][CH2:24][CH2:25][CH2:26][CH2:27][O:28][c:29]1[c:30]([O:38][CH3:39])[cH:31][c:32]([C:35]([CH3:36])=[O:37])[cH:33][cH:34]1.[ClH:1].[K+:17].[K+:18].[NH:2]1[CH2:3][CH2:4][CH:5]([c:8]2[n:9][o:10][c:11]3[c:12]2[cH:13][cH:14][cH:15][cH:16]3)[CH2:6][CH2:7]1.[O-:19][C:20]([O-:21])=[O:22].[O:40]=[CH:41][N:42]([CH3:43])[CH3:44].[OH2:45]>>[N:2]1([CH2:24][CH2:25][CH2:26][CH2:27][O:28][c:29]2[c:30]([O:38][CH3:39])[cH:31][c:32]([C:35]([CH3:36])=[O:37])[cH:33][cH:34]2)[CH2:3][CH2:4][CH:5]([c:8]2[n:9][o:10][c:11]3[c:12]2[cH:13][cH:14][cH:15][cH:16]3)[CH2:6][CH2:7]1. Reactants: CCCC(C)C(C)C(=O)CC(=O)OCC, CC(=O)[O-], CCO, Cl, [Na+], CON. Yields the product CCCC(C)C(C)C(=CC(=O)OCC)NOC. Reaction SMILES: [CH2:1]([CH3:2])[O:3][C:4]([CH2:5][C:6]([CH:7]([CH:8]([CH2:9][CH2:10][CH3:11])[CH3:12])[CH3:13])=[O:14])=[O:15].[CH3:21][C:22](=[O:23])[O-:24].[CH3:25][CH2:26][OH:27].[ClH:16].[Na+:20].[O:17]([CH3:18])[NH2:19]>>[CH2:1]([CH3:2])[O:3][C:4]([CH:5]=[C:6]([CH:7]([CH:8]([CH2:9][CH2:10][CH3:11])[CH3:12])[CH3:13])[NH:19][O:17][CH3:18])=[O:15]. Starting materials: CCN=C=NCCCN(C)C, CCN(C(C)C)C(C)C, Clc1ncccc1OC1CCNCC1, Cl, Cl, O=C(O)CNC(=O)c1cc(-c2ccc(F)cc2)on1, CC(=O)c1ccc(F)cc1, CN(C)C=O, O, On1nnc2ccccc21. Yields the product O=C(NCC(=O)N1CCC(Oc2cccnc2Cl)CC1)c1cc(-c2ccc(F)cc2)on1. RXN SMILES: [CH3:49][CH2:50][N:51]=[C:52]=[N:53][CH2:54][CH2:55][CH2:56][N:57]([CH3:58])[CH3:59].[CH:1]([N:2]([CH2:3][CH3:4])[CH:5]([CH3:6])[CH3:7])([CH3:8])[CH3:9].[Cl:62][c:63]1[n:64][cH:65][cH:66][cH:67][c:68]1[O:69][CH:70]1[CH2:71][CH2:72][NH:73][CH2:74][CH2:75]1.[ClH:60].[ClH:61].[F:10][c:11]1[cH:12][cH:13][c:14](-[c:17]2[cH:18][c:19]([C:22](=[O:23])[NH:24][CH2:25][C:26](=[O:27])[OH:28])[n:20][o:21]2)[cH:15][cH:16]1.[F:29][c:30]1[cH:31][cH:32][c:33]([C:34](=[O:35])[CH3:36])[cH:37][cH:38]1.[O:76]=[CH:77][N:78]([CH3:79])[CH3:80].[OH2:81].[OH:39][n:40]1[c:41]2[c:42]([cH:43][cH:44][cH:45][cH:46]2)[n:47][n:48]1>>[F:10][c:11]1[cH:12][cH:13][c:14](-[c:17]2[cH:18][c:19]([C:22](=[O:23])[NH:24][CH2:25][C:26](=[O:28])[N:73]3[CH2:72][CH2:71][CH:70]([O:69][c:68]4[c:63]([Cl:62])[n:64][cH:65][cH:66][cH:67]4)[CH2:75][CH2:74]3)[n:20][o:21]2)[cH:15][cH:16]1.